This data is from the Open Reaction Database (ORD), a public repository of structured organic reaction records. The task is: describe an organic reaction: reactants, conditions, products, and yield Reactants: CC(C)(C)NS(=O)(=O)CC(O)c1ccncc1, CC(=O)OC(C)=O, C1CCC2=NCCCN2CC1, c1ccncc1. The product is CC(C)(C)NS(=O)(=O)C=Cc1ccncc1. Reaction SMILES: [C:1]([CH3:2])([CH3:3])([CH3:4])[NH:5][S:6](=[O:7])(=[O:8])[CH2:9][CH:10]([c:11]1[cH:12][cH:13][n:14][cH:15][cH:16]1)[OH:17].[CH3:18][C:19]([O:20][C:21](=[O:22])[CH3:23])=[O:24].[N:25]12[CH2:26][CH2:27][CH2:28][N:29]=[C:30]1[CH2:31][CH2:32][CH2:33][CH2:34][CH2:35]2.[cH:36]1[cH:37][cH:38][n:39][cH:40][cH:41]1>>[C:1]([CH3:2])([CH3:3])([CH3:4])[NH:5][S:6](=[O:7])(=[O:8])[CH:9]=[CH:10][c:11]1[cH:12][cH:13][n:14][cH:15][cH:16]1. The reactants are CC(CC(=O)N1C(=O)OCC1c1ccccc1)c1ccc(Br)cc1, O=C1CCC(=O)N1Br, CCN(C(C)C)C(C)C, ClCCl. Yields the product CC(c1ccc(Br)cc1)C(Br)C(=O)N1C(=O)OCC1c1ccccc1. As a reaction SMILES: [Br:1][c:2]1[cH:3][cH:4][c:5]([CH:8]([CH2:9][C:10](=[O:11])[N:12]2[C:13](=[O:23])[O:14][CH2:15][CH:16]2[c:17]2[cH:18][cH:19][cH:20][cH:21][cH:22]2)[CH3:24])[cH:6][cH:7]1.[Br:34][N:35]1[C:36](=[O:37])[CH2:38][CH2:39][C:40]1=[O:41].[CH:25]([N:26]([CH2:27][CH3:28])[CH:29]([CH3:30])[CH3:31])([CH3:32])[CH3:33].[Cl:42][CH2:43][Cl:44]>>[Br:1][c:2]1[cH:3][cH:4][c:5]([CH:8]([CH:9]([C:10](=[O:11])[N:12]2[C:13](=[O:23])[O:14][CH2:15][CH:16]2[c:17]2[cH:18][cH:19][cH:20][cH:21][cH:22]2)[Br:34])[CH3:24])[cH:6][cH:7]1. The reactants are C(#N)C1=CC2=C(OCC3=C(C2=O)C=CC=C3)C=C1 (2-cyano-6,11-dihydro-11-oxodibenz[b,e]oxepin), Cl (hydrochloric acid), [N-]=[N+]=[N-].[Na+] (sodium azide), [Cl-].[NH4+] (ammonium chloride). Solvent: O (water), CN(C=O)C (N,N-dimethylformamide). Product: N1N=NN=C1C1=CC2=C(OCC3=C(C2=O)C=CC=C3)C=C1 (2-(1H-Tetrazol-5-yl)-6,11-dihydro-11-oxodibenz[b,e]oxepin). RXN SMILES: [C:1]([C:3]1[CH:18]=[CH:17][C:6]2[O:7][CH2:8][C:9]3[CH:16]=[CH:15][CH:14]=[CH:13][C:10]=3[C:11](=[O:12])[C:5]=2[CH:4]=1)#[N:2].[N-:19]=[N+:20]=[N-:21].[Na+].[Cl-].[NH4+].Cl>O.CN(C)C=O>[NH:19]1[C:1]([C:3]2[CH:18]=[CH:17][C:6]3[O:7][CH2:8][C:9]4[CH:16]=[CH:15][CH:14]=[CH:13][C:10]=4[C:11](=[O:12])[C:5]=3[CH:4]=2)=[N:2][N:21]=[N:20]1 |f:1.2,3.4|. Reported procedure: Heat a mixture of 25 gm. (0.106 mole) of 2-cyano-6,11-dihydro-11-oxodibenz[b,e]oxepin, 8.28 gm. (0.127 mole of sodium azide and 7.37 gm. (0.138 mole of ammonium chloride in 250 ml. of N,N-dimethylformamide to 140° C. for 27 hours. Cool, dilute with 500 cc. of water and acidify with 20% aqueous hydrochloric acid. Separate the solids by filtration and crystallize from ethanol to obtain the title product (m.p. 248° C. dec.). Reactants: OC=1C=CC(=C2C=NNC12)CC(=O)O (2-(7-hydroxy-1H-indazol-4-yl)acetic acid), C(C1=CC=CC=C1)N (benzylamine). The product is C(C1=CC=CC=C1)NC(CC1=C2C=NNC2=C(C=C1)O)=O (2-(7-hydroxy-1H-indazol-4-yl)acetic acid benzylamide). Reaction SMILES: [OH:1][C:2]1[CH:3]=[CH:4][C:5]([CH2:11][C:12]([OH:14])=O)=[C:6]2[C:10]=1[NH:9][N:8]=[CH:7]2.[CH2:15]([NH2:22])[C:16]1[CH:21]=[CH:20][CH:19]=[CH:18][CH:17]=1>>[CH2:15]([NH:22][C:12](=[O:14])[CH2:11][C:5]1[CH:4]=[CH:3][C:2]([OH:1])=[C:10]2[C:6]=1[CH:7]=[N:8][NH:9]2)[C:16]1[CH:21]=[CH:20][CH:19]=[CH:18][CH:17]=1. Reported procedure: 2.3 g of 2-(7-hydroxy-1H-indazol-4-yl)acetic acid is reacted analogously to Example 19(c) with benzylamine in place of dipropylamine. The product is recrystallized from methanol/diisopropyl ether, thus obtaining 2.6 g of 2-(7-hydroxy-1H-indazol-4-yl)acetic acid benzylamide, mp 188°-190° C. Starting materials: COc1ccc(C(=O)Cc2c(Cl)cncc2Cl)c2c(CC(=O)O)coc12, OCCc1ccccc1. Yields the product COc1ccc(C(=O)Cc2c(Cl)cncc2Cl)c2c(CC(=O)OCCc3ccccc3)coc12. Reaction SMILES: [C:1](=[O:2])([OH:3])[CH2:4][c:5]1[cH:6][o:7][c:8]2[c:9]1[c:10]([C:16]([CH2:17][c:18]1[c:19]([Cl:25])[cH:20][n:21][cH:22][c:23]1[Cl:24])=[O:26])[cH:11][cH:12][c:13]2[O:14][CH3:15].[CH2:27]([CH2:28][c:29]1[cH:30][cH:31][cH:32][cH:33][cH:34]1)[OH:35]>>[C:1](=[O:2])([O:3][CH2:27][CH2:28][c:29]1[cH:30][cH:31][cH:32][cH:33][cH:34]1)[CH2:4][c:5]1[cH:6][o:7][c:8]2[c:9]1[c:10]([C:16]([CH2:17][c:18]1[c:19]([Cl:25])[cH:20][n:21][cH:22][c:23]1[Cl:24])=[O:26])[cH:11][cH:12][c:13]2[O:14][CH3:15]. Reaction SMILES: [CH2:1]([C@@H:8]([CH2:12][CH2:13][C@H:14]([CH2:34][C:35]1[CH:40]=[CH:39][CH:38]=[CH:37][CH:36]=1)[C:15]([NH:17][C@H:18]1[CH2:24][CH2:23][S:22][C@H:21]2[CH2:25][CH2:26][CH2:27][C@@H:28]([C:29]([O:31][CH3:32])=[O:30])[N:20]2[C:19]1=[O:33])=[O:16])[C:9](O)=[O:10])[C:2]1[CH:7]=[CH:6][CH:5]=[CH:4][CH:3]=1.[NH2:41][C@H:42]1[CH2:48][CH2:47][CH2:46][CH2:45][N:44]([CH2:49][CH2:50][C:51]([O:53][CH3:54])=[O:52])[C:43]1=[O:55]>>[CH2:34]([C@@H:14]([CH2:13][CH2:12][C@H:8]([CH2:1][C:2]1[CH:3]=[CH:4][CH:5]=[CH:6][CH:7]=1)[C:9]([NH:41][C@H:42]1[CH2:48][CH2:47][CH2:46][CH2:45][N:44]([CH2:49][CH2:50][C:51]([O:53][CH3:54])=[O:52])[C:43]1=[O:55])=[O:10])[C:15]([NH:17][C@H:18]1[CH2:24][CH2:23][S:22][C@H:21]2[CH2:25][CH2:26][CH2:27][C@@H:28]([C:29]([O:31][CH3:32])=[O:30])[N:20]2[C:19]1=[O:33])=[O:16])[C:35]1[CH:40]=[CH:39][CH:38]=[CH:37][CH:36]=1. Reported procedure: (4S,7S,10aS)-Methyl 4-((2R,5R)-2,5-dibenzyl-6-((S)-1-(3-methoxy-3-oxopropyl)-2-oxoazepan-3-ylamino)-6-oxohexanamido)-5-oxooctahydro-2H-pyrido[2,1-b][1,3]thiazepine-7-carboxylate was synthesized as described in General Procedure H using Intermediate 23 (5.0 mg, 0.0088 mmol) and Intermediate 27 (4.4 mg, 0.018 mmol) to give a white solid (2.1 mg, 29% yield). Anal. Calcd. for C41H54N4O8S m/z 762.5. found: 763.5 (M+H)+; 1H NMR (500 MHz, CDCl3) δ ppm 7.26-7.06 (m, 10H), 5.50 (d, J=3.3 Hz, 1H), 5.15 (d... Isolated yield 29.0%. The product is C(C1=CC=CC=C1)[C@H](C(=O)N[C@@H]1C(N2[C@@H](SCC1)CCC[C@H]2C(=O)OC)=O)CC[C@@H](C(=O)N[C@@H]2C(N(CCCC2)CCC(=O)OC)=O)CC2=CC=CC=C2 ((4S,7S,10aS)-Methyl 4-((2R,5R)-2,5-dibenzyl-6-((S)-1-(3-methoxy-3-oxopropyl)-2-oxoazepan-3-ylamino)-6-oxohexanamido)-5-oxooctahydro-2H-pyrido[2,1-b][1,3]thiazepine-7-carboxylate), solid. Reactants: C(C1=CC=CC=C1)[C@H](C(=O)O)CC[C@@H](C(=O)N[C@@H]1C(N2[C@@H](SCC1)CCC[C@H]2C(=O)OC)=O)CC2=CC=CC=C2 ((2R,5R)-2,5-Dibenzyl-6-((4S,7S,10aS)-7-(methoxycarbonyl)-5-oxooctahydro-2H-pyrido[2,1-b][1,3]thiazepin-4-ylamino)-6-oxohexanoic acid), N[C@@H]1C(N(CCCC1)CCC(=O)OC)=O ((S)-Methyl 3-(3-amino-2-oxoazepan-1-yl)propanoate). Reactants: FC(C(=O)O)(F)F (Trifluoroacetic acid), C1(=CC=CC=C1)C(C)(C)C1=CC=CC=C1 (2,2-diphenylpropane), C1N2CN3CN1CN(C2)C3 (hexamethylenetetramine), ice water. Conditions: time 1 hour. The product is CC(C)(C1=CC=CC=C1)C1=CC=C(C=O)C=C1 (4-(1-methyl-1-phenylethyl)benzaldehyde). Isolated yield 80.5%. As a reaction SMILES: F[C:2](F)(F)[C:3]([OH:5])=O.[C:8]1([C:14]([C:17]2[CH:22]=[CH:21]C=[CH:19][CH:18]=2)([CH3:16])[CH3:15])[CH:13]=[CH:12][CH:11]=[CH:10][CH:9]=1.C1N2CN3CN(C2)CN1C3>>[CH3:16][C:14]([C:17]1[CH:22]=[CH:21][C:2]([CH:3]=[O:5])=[CH:19][CH:18]=1)([C:8]1[CH:13]=[CH:12][CH:11]=[CH:10][CH:9]=1)[CH3:15]. Procedure: Trifluoroacetic acid (35 ml), was mixed with 3.93 g(20.0 mmol), of 2,2-diphenylpropane and 2.80 g (20.0 mmol), of hexamethylenetetramine and heated to reflux for 16 hours. After cooling to room temperature, the reaction mixture was poured into ice water and the mixture was stirred for 1 hour. The solution was adjusted to pH=about 9 and extracted with 100 ml of diethyl ether. The organic extract was washed with saturated saline and dried with sodium sulfate and the solvent was distilled off under...